Dataset: the Open Reaction Database (ORD), a public repository of structured organic reaction records. Task: describe an organic reaction: reactants, conditions, products, and yield The reactants are C(C)OP(=O)(OCC)C1=C(C=CC(=C1)Br)NC(=O)NC1=CC(=CC=C1)C(F)(F)F (1-(2-Diethylphosphono-4-bromophenyl)-3-(3-trifluoromethylphenyl)urea), Br[Si](C)(C)C (bromotrimethylsilane). Solvent: C(Cl)(Cl)Cl (CHCl3). Conditions: temperature 40 celsius. Product: P(=O)(O)(O)C1=C(C=CC(=C1)Br)NC(=O)NC1=CC(=CC=C1)C(F)(F)F (1-(2-Phosphono-4-bromophenyl)-3-(3-trifluoromethylphenyl)urea). Isolated yield 70.6%. Reaction SMILES: C([O:3][P:4]([C:9]1[CH:14]=[C:13]([Br:15])[CH:12]=[CH:11][C:10]=1[NH:16][C:17]([NH:19][C:20]1[CH:25]=[CH:24][CH:23]=[C:22]([C:26]([F:29])([F:28])[F:27])[CH:21]=1)=[O:18])([O:6]CC)=[O:5])C.Br[Si](C)(C)C>C(Cl)(Cl)Cl>[P:4]([C:9]1[CH:14]=[C:13]([Br:15])[CH:12]=[CH:11][C:10]=1[NH:16][C:17]([NH:19][C:20]1[CH:25]=[CH:24][CH:23]=[C:22]([C:26]([F:29])([F:27])[F:28])[CH:21]=1)=[O:18])([OH:6])([OH:5])=[O:3]. Procedure: To a 40 mL vial containing a stirring bar, 1-(2-Diethylphosphono-4-bromophenyl)-3-(3-trifluoromethylphenyl)urea (1.2 g, 2.42 mmol) was added along with 15 mL of CHCl3. This was cooled in an ice bath and then bromotrimethylsilane (5.0 g, 32.7 mmol) was added slowly under N2 while stirring. The bath was removed after the addition and then the vial was sealed and heated at 40° C. for 2 days. The resulting solution was cooled in an ice bath and water was added dropwise (5 mL) followed by 10 mL of is... The reactants are COC1=C(C(=CC=C1)OCC1=CC=C(C=C1)OC)C(C)=O (1-(2-methoxy-6-(4-methoxybenzyloxy)phenyl)ethanone), IC (iodomethane), CC(C)([O-])C.[Li+] (lithium tert-butoxide), CS(=O)C (DMSO), C(=S)=S (CS2). Run in O (water), C(C)(=O)OCC (ethyl acetate). Reaction conditions: time 30 minute. The product is COC1=C(C(=CC=C1)OCC1=CC=C(C=C1)OC)C(C=C(SC)SC)=O (1-(2-Methoxy-6-(4-methoxybenzyloxy)phenyl)-3,3-bis(methylthio)prop-2-en-1-one). The yield is 77.0%. RXN SMILES: CC(C)([O-])C.[Li+].[CH3:7][O:8][C:9]1[CH:14]=[CH:13][CH:12]=[C:11]([O:15][CH2:16][C:17]2[CH:22]=[CH:21][C:20]([O:23][CH3:24])=[CH:19][CH:18]=2)[C:10]=1[C:25](=[O:27])[CH3:26].[C:28](=S)=[S:29].IC.[CH3:33][S:34]([CH3:36])=O>C(OCC)(=O)C.O>[CH3:7][O:8][C:9]1[CH:14]=[CH:13][CH:12]=[C:11]([O:15][CH2:16][C:17]2[CH:18]=[CH:19][C:20]([O:23][CH3:24])=[CH:21][CH:22]=2)[C:10]=1[C:25](=[O:27])[CH:26]=[C:33]([S:29][CH3:28])[S:34][CH3:36] |f:0.1|. Reported procedure: To a mixture of lithium tert-butoxide (602.4 g, 7.52 mol) in anhydrous DMSO (11.0 L) under a nitrogen atmosphere is added 1-(2-methoxy-6-(4-methoxybenzyloxy)phenyl)ethanone (1000.0 g, 3.49 mol). The resulting mixture is stirred 30 min and CS2 (259 mL, 4.296 mol) is slowly added over 1 to 1.5 h while maintaining the internal temperature below 30° C. After stirring for at least one hour at ambient temperature, iodomethane (1000 g, 7.045 mol) is added slowly while maintaining the internal temperatu...